describe an organic reaction: reactants, conditions, products, and yield From a dataset of the Open Reaction Database (ORD), a public repository of structured organic reaction records. Reactants: CC1=CC=C2C(C(=CNC2=N1)C(=O)OCC)=O (ethyl 1,4-dihydro-7-methyl-4-oxo-1,8-naphthyridine-3-carboxylate), C([O-])([O-])=O.[K+].[K+] (potassium carbonate), [N+](=O)([O-])C1=C(C=CC(=C1)[N+](=O)[O-])ON (O-(2,4-dinitrophenyl)hydroxylamine). The solvent is CN(C=O)C (dimethylformamide). Run at time 17 hour. Yields the product NN1C=C(C(C2=CC=C(N=C12)C)=O)C(=O)OCC (ethyl 1-amino-1,4-dihydro-7-methyl-4-oxo-1,8-naphthyridine-3-carboxylate). Yield: 63.1%. Reaction SMILES: [CH3:1][C:2]1[N:11]=[C:10]2[C:5]([C:6](=[O:17])[C:7]([C:12]([O:14][CH2:15][CH3:16])=[O:13])=[CH:8][NH:9]2)=[CH:4][CH:3]=1.C(=O)([O-])[O-].[K+].[K+].[N+:24](C1C=C([N+]([O-])=O)C=CC=1ON)([O-])=O>CN(C)C=O>[NH2:24][N:9]1[C:10]2[C:5](=[CH:4][CH:3]=[C:2]([CH3:1])[N:11]=2)[C:6](=[O:17])[C:7]([C:12]([O:14][CH2:15][CH3:16])=[O:13])=[CH:8]1 |f:1.2.3|. Reported procedure: A mixture of 9.7 g (0.0417 m) of ethyl 1,4-dihydro-7-methyl-4-oxo-1,8-naphthyridine-3-carboxylate, 11.5 g (0.0834 m) of potassium carbonate and 200 ml of dimethylformamide was slurried at room temperature, and 8.3 g (0.0417 m) of O-(2,4-dinitrophenyl)hydroxylamine was added. The reaction mixture was stirred for 17 hours and then concentrated in vacuo. The residue was dissolved in 1 liter of warm water and extracted with 800 ml of chloroform. The extracts were filtered, dried over anhydrous magne... Starting materials: C(C1=CC=CC=C1)OC([C@H](CS(=O)(=O)N1CCOCC1)NC(=O)OCC1=CC=CC=C1)=O (2(R)-benzyloxycarbonylamino-3-(morpholin-4-sulfonyl)-propionic acid benzyl ester), N#N (N2). The reagents and catalysts are [Pd] (Pd/C). Reaction conditions: time 16 hour. Yields the product N[C@H](C(=O)O)CS(=O)(=O)N1CCOCC1 (2(R)-amino-3-(morpholin-4-sulfonyl)-propionic acid). Yield: 150.8%. As a reaction SMILES: C([O:8][C:9](=[O:32])[C@@H:10]([NH:21]C(OCC1C=CC=CC=1)=O)[CH2:11][S:12]([N:15]1[CH2:20][CH2:19][O:18][CH2:17][CH2:16]1)(=[O:14])=[O:13])C1C=CC=CC=1.N#N>[Pd]>[NH2:21][C@@H:10]([CH2:11][S:12]([N:15]1[CH2:16][CH2:17][O:18][CH2:19][CH2:20]1)(=[O:13])=[O:14])[C:9]([OH:32])=[O:8]. Reported procedure: To a 1/1 mixture of EtOH/EtOAc (50 mL each) was added concentrated HCl (12 M, 0.83 mL) to produce a 0.10 M solution. Solid 2(R)-benzyloxycarbonylamino-3-(morpholin-4-sulfonyl)-propionic acid benzyl ester (0.764 g, 1.65 mmol) was dissolved in this solution with gentle heating via heat gun until a clear colorless solution resulted. The solution was allowed to cool to rt with N2 aspiration, at which time 10% Pd/C (Aldrich, 0.300 g) was added in one portion to form a dark colored suspension. The rea... Reactants: CC1(C)OCC(CCNC(=O)C2NC(CC3(CO)CC=CCC3)C(C#N)(c3ccc(Cl)cc3F)C2c2cccc(Cl)c2F)O1, CCOC(C)=O. The product is CC1(C)OCC(CCNC(=O)C2NC(CC3(CO)CCCCC3)C(C#N)(c3ccc(Cl)cc3F)C2c2cccc(Cl)c2F)O1. RXN SMILES: [CH3:1][C:2]1([CH3:44])[O:3][CH2:4][CH:5]([CH2:7][CH2:8][NH:9][C:10](=[O:11])[CH:12]2[NH:13][CH:14]([CH2:35][C:36]3([CH2:42][OH:43])[CH2:37][CH:38]=[CH:39][CH2:40][CH2:41]3)[C:15]([C:25]#[N:26])([c:27]3[c:28]([F:34])[cH:29][c:30]([Cl:33])[cH:31][cH:32]3)[CH:16]2[c:17]2[c:18]([F:24])[c:19]([Cl:23])[cH:20][cH:21][cH:22]2)[O:6]1.[CH3:45][CH2:46][O:47][C:48](=[O:49])[CH3:50]>>[CH3:1][C:2]1([CH3:44])[O:3][CH2:4][CH:5]([CH2:7][CH2:8][NH:9][C:10](=[O:11])[CH:12]2[NH:13][CH:14]([CH2:35][C:36]3([CH2:42][OH:43])[CH2:37][CH2:38][CH2:39][CH2:40][CH2:41]3)[C:15]([C:25]#[N:26])([c:27]3[c:28]([F:34])[cH:29][c:30]([Cl:33])[cH:31][cH:32]3)[CH:16]2[c:17]2[c:18]([F:24])[c:19]([Cl:23])[cH:20][cH:21][cH:22]2)[O:6]1. The reactants are [Cl-].O[NH3+] (hydroxylammonium chloride), C(O)([O-])=O.[Na+] (sodium hydrogen carbonate), CS(=O)C (dimethyl sulfoxide), CC1(C(C1)O[C@@H]1CC[C@H](CC1)N1C=2N(C(=C(C1=O)CC1=CC=C(C=C1)C=1C(=CC=CC1)C#N)CCC)N=CC2)O[Si](CC)(CC)CC (4′-({4-[trans-4-({2-methyl-2-[(triethylsilyl)oxy]cyclopropyl}oxy)cyclohexyl]-5-oxo-7-propyl-4,5-dihydropyrazolo[1,5-a]pyrimidin-6-yl}methyl)biphenyl-2-carbonitrile). Solvent: C(C)(=O)OCC (ethyl acetate). Run at temperature 50 celsius, time 30 minute. Product: O[C@@]1([C@@H](C1)O[C@@H]1CC[C@H](CC1)N1C=2N(C(=C(C1=O)CC1=CC=C(C=C1)C1=C(C=CC=C1)C1=NOC(N1)=O)CCC)N=CC2)C (4-(trans-4-{[(1R,2S)-2-hydroxy-2-methylcyclopropyl]oxy}cyclohexyl)-6-{[2′-(5-oxo-4,5-dihydro-1,2,4-oxadiazol-3-yl)biphenyl-4-yl]methyl}-7-propylpyrazolo[1,5-a]pyrimidin-5(4H)-one). The yield is 27.3%. As a reaction SMILES: [Cl-].O[NH3+:3].[C:4](=[O:7])([O-])[OH:5].[Na+].CS(C)=O.[CH3:13][C:14]1([O:52][Si](CC)(CC)CC)[CH2:16][CH:15]1[O:17][C@H:18]1[CH2:23][CH2:22][C@H:21]([N:24]2[C:29](=[O:30])[C:28]([CH2:31][C:32]3[CH:37]=[CH:36][C:35]([C:38]4[C:39]([C:44]#[N:45])=[CH:40][CH:41]=[CH:42][CH:43]=4)=[CH:34][CH:33]=3)=[C:27]([CH2:46][CH2:47][CH3:48])[N:26]3[N:49]=[CH:50][CH:51]=[C:25]23)[CH2:20][CH2:19]1>C(OCC)(=O)C>[OH:52][C@@:14]1([CH3:13])[CH2:16][C@H:15]1[O:17][C@H:18]1[CH2:23][CH2:22][C@H:21]([N:24]2[C:29](=[O:30])[C:28]([CH2:31][C:32]3[CH:37]=[CH:36][C:35]([C:38]4[CH:43]=[CH:42][CH:41]=[CH:40][C:39]=4[C:44]4[NH:45][C:4](=[O:7])[O:5][N:3]=4)=[CH:34][CH:33]=3)=[C:27]([CH2:46][CH2:47][CH3:48])[N:26]3[N:49]=[CH:50][CH:51]=[C:25]23)[CH2:20][CH2:19]1 |f:0.1,2.3|. Procedure details: A mixture of hydroxylammonium chloride (0.56 g), sodium hydrogen carbonate (0.84 g) and dimethyl sulfoxide (3.5 mL) was stirred at 50° C. for 30 min, 4′-({4-[trans-4-({2-methyl-2-[(triethylsilyl)oxy]cyclopropyl}oxy)cyclohexyl]-5-oxo-7-propyl-4,5-dihydropyrazolo[1,5-a]pyrimidin-6-yl}methyl)biphenyl-2-carbonitrile (0.44 g) was added, and the mixture was stirred at 90° C. for 20 hr. The reaction mixture was diluted with ethyl acetate, washed with water and then with saturated brine, and dried over ... Starting materials: FC(F)(Cl)c1nnc2ccc(Cl)nn12, FC(F)(F)c1cnc(N2CCCNCC2)c(Cl)c1. Product: FC(F)(F)c1cnc(N2CCCN(c3ccc4nnc(C(F)(F)Cl)n4n3)CC2)c(Cl)c1. Reaction SMILES: [Cl:19][c:20]1[cH:21][cH:22][c:23]2[n:24]([n:25]1)[c:26]([C:29]([F:30])([F:31])[Cl:32])[n:27][n:28]2.[Cl:1][c:2]1[c:3]([N:12]2[CH2:13][CH2:14][NH:15][CH2:16][CH2:17][CH2:18]2)[n:4][cH:5][c:6]([C:8]([F:9])([F:10])[F:11])[cH:7]1>>[Cl:1][c:2]1[c:3]([N:12]2[CH2:13][CH2:14][N:15]([c:20]3[cH:21][cH:22][c:23]4[n:24]([n:25]3)[c:26]([C:29]([F:30])([F:31])[Cl:32])[n:27][n:28]4)[CH2:16][CH2:17][CH2:18]2)[n:4][cH:5][c:6]([C:8]([F:9])([F:10])[F:11])[cH:7]1. The reactants are FC1=CC=C(C=C1)C(CCCCC(=O)OCC)=O (Ethyl 6-(4-fluorophenyl)-6-oxohexanoate), BrBr (bromine), aqueous solution, S(=O)([O-])[O-].[Na+].[Na+] (sodium sulfite), BrBr (bromine). Run in C(Cl)Cl (methylene chloride). Yields the product BrC(CCCC(=O)OCC)C(=O)C1=CC=C(C=C1)F (ethyl 5-bromo-6-(4-fluorophenyl)-6-oxohexanoate). Reaction SMILES: [F:1][C:2]1[CH:7]=[CH:6][C:5]([C:8](=[O:18])[CH2:9][CH2:10][CH2:11][CH2:12][C:13]([O:15][CH2:16][CH3:17])=[O:14])=[CH:4][CH:3]=1.[Br:19]Br.S([O-])([O-])=O.[Na+].[Na+]>C(Cl)Cl>[Br:19][CH:9]([C:8]([C:5]1[CH:4]=[CH:3][C:2]([F:1])=[CH:7][CH:6]=1)=[O:18])[CH2:10][CH2:11][CH2:12][C:13]([O:15][CH2:16][CH3:17])=[O:14] |f:2.3.4|. Reported procedure: Ethyl 6-(4-fluorophenyl)-6-oxohexanoate (14.0 g) was dissolved in methylene chloride (100 ml), and bromine (8.87 g) was added dropwise with stirring at room temperature. After an hour of stirring at room temperature, a 10% aqueous solution of sodium sulfite was carefully added until disappearance of the red color of bromine, and the mixture was then extracted with diethyl ether (100 ml×2). The organic layer was washed with a 10% aqueous solution of sodium hydrogen carbonate (100 ml), dried over ...